From a dataset of the Open Reaction Database (ORD), a public repository of structured organic reaction records. describe an organic reaction: reactants, conditions, products, and yield The reactants are C([O-])(O)=O.[Na+] (sodium bicarbonate), Cl (hydrochloric acid), [Sn](Cl)Cl (tin dichloride), [N+](=O)([O-])C1=C(C=CC(=C1)C(F)(F)F)N1CCCCC1 (1-[2-nitro-4-(trifluoromethyl)phenyl]piperidine). The solvent is CO (methanol). Reaction conditions: time 17.5 hour. Product: N1(CCCCC1)C1=C(N)C=C(C=C1)C(F)(F)F (2-(l-piperidinyl)-5-(trifluoromethyl)aniline). The yield is 90.1%. RXN SMILES: Cl.[Sn](Cl)Cl.[N+:5]([C:8]1[CH:13]=[C:12]([C:14]([F:17])([F:16])[F:15])[CH:11]=[CH:10][C:9]=1[N:18]1[CH2:23][CH2:22][CH2:21][CH2:20][CH2:19]1)([O-])=O.C(=O)(O)[O-].[Na+]>CO>[N:18]1([C:9]2[CH:10]=[CH:11][C:12]([C:14]([F:15])([F:16])[F:17])=[CH:13][C:8]=2[NH2:5])[CH2:19][CH2:20][CH2:21][CH2:22][CH2:23]1 |f:3.4|. Procedure: Concentrated hydrochloric acid (2.00 ml, 24.0 mmol) and anhydrous tin dichloride (2.50 g, 13.1 mmol) were sequentially added at 0° C. to a methanol (10 ml) solution containing 1-[2-nitro-4-(trifluoromethyl)phenyl]piperidine (559 mg, 2.03 mmol), obtained as described in Referential Example 1-1A. The resulting mixture was warmed to room temperature and then stirred for 17.5 hours. A saturated aqueous solution of sodium bicarbonate was added to the mixture. The resulting mixture was extracted three... Starting materials: C1(C=2C(C(N1)=O)=CC=CC2)=O (phthalimide), C1(=CC=CC=C1)P(C1=CC=CC=C1)C1=CC=CC=C1 (triphenylphosphine), N(=NC(=O)OCC)C(=O)OCC (diethyl azodicarboxylate), ClC=1C=CC(=C(C(=O)C2=C(C=CC=C2F)F)C1)N1C(=NN=C1CO)CCN(C)C (5-chloro-2',6'-difluoro-2-[3-[2-(dimethylamino)ethyl]-5-(hydroxymethyl)-4H-1,2,4-triazol-4-yl]benzophenone). Solvent: C(Cl)Cl (methylene chloride). Yields the product ClC=1C=CC(=C(C(=O)C2=C(C=CC=C2F)F)C1)N1C(=NN=C1CN1C(C=2C(C1=O)=CC=CC2)=O)CCN(C)C (5-chloro-2',6'-difluoro-2-[3-[2-(dimethylamino)ethyl]-5-(phthalimidomethyl)-4H-1,2,4-triazol-4-yl]benzophenone). RXN SMILES: [Cl:1][C:2]1[CH:3]=[CH:4][C:5]([N:18]2[C:22]([CH2:23]O)=[N:21][N:20]=[C:19]2[CH2:25][CH2:26][N:27]([CH3:29])[CH3:28])=[C:6]([CH:17]=1)[C:7]([C:9]1[C:14]([F:15])=[CH:13][CH:12]=[CH:11][C:10]=1[F:16])=[O:8].[C:30]1(=[O:40])[NH:34][C:33](=[O:35])[C:32]2=[CH:36][CH:37]=[CH:38][CH:39]=[C:31]12.C1(P(C2C=CC=CC=2)C2C=CC=CC=2)C=CC=CC=1.N(C(OCC)=O)=NC(OCC)=O>C(Cl)Cl>[Cl:1][C:2]1[CH:3]=[CH:4][C:5]([N:18]2[C:22]([CH2:23][N:34]3[C:33](=[O:35])[C:32]4=[CH:36][CH:37]=[CH:38][CH:39]=[C:31]4[C:30]3=[O:40])=[N:21][N:20]=[C:19]2[CH2:25][CH2:26][N:27]([CH3:29])[CH3:28])=[C:6]([CH:17]=1)[C:7]([C:9]1[C:14]([F:15])=[CH:13][CH:12]=[CH:11][C:10]=1[F:16])=[O:8]. Procedure details: In the manner given in Example 1B, 5-chloro-2',6'-difluoro-2-[3-[2-(dimethylamino)ethyl]-5-(hydroxymethyl)-4H-1,2,4-triazol-4-yl]benzophenone in methylene chloride is treated with phthalimide, triphenylphosphine and diethyl azodicarboxylate to give 5-chloro-2',6'-difluoro-2-[3-[2-(dimethylamino)ethyl]-5-(phthalimidomethyl)-4H-1,2,4-triazol-4-yl]benzophenone. Reactants: O=C([O-])[O-], ClCCl, [K+], [K+], COc1cc(N)c(Cl)cc1C(=O)NCC1CCN(CCCCN)CC1, O=C(Cl)c1ccc2ccccc2c1. The product is COc1cc(N)c(Cl)cc1C(=O)NCC1CCN(CCCCNC(=O)c2ccc3ccccc3c2)CC1. Reaction SMILES: [C:26](=[O:27])([O-:28])[O-:29].[Cl:45][CH2:46][Cl:47].[K+:30].[K+:31].[NH2:1][c:2]1[cH:3][c:4]([O:24][CH3:25])[c:5]([C:6](=[O:7])[NH:8][CH2:9][CH:10]2[CH2:11][CH2:12][N:13]([CH2:16][CH2:17][CH2:18][CH2:19][NH2:20])[CH2:14][CH2:15]2)[cH:21][c:22]1[Cl:23].[cH:32]1[c:33]([C:42](=[O:43])[Cl:44])[cH:34][cH:35][c:36]2[cH:37][cH:38][cH:39][cH:40][c:41]12>>[NH2:1][c:2]1[cH:3][c:4]([O:24][CH3:25])[c:5]([C:6](=[O:7])[NH:8][CH2:9][CH:10]2[CH2:11][CH2:12][N:13]([CH2:16][CH2:17][CH2:18][CH2:19][NH:20][C:42]([c:33]3[cH:32][c:41]4[c:36]([cH:35][cH:34]3)[cH:37][cH:38][cH:39][cH:40]4)=[O:43])[CH2:14][CH2:15]2)[cH:21][c:22]1[Cl:23].